This data is from the Open Reaction Database (ORD), a public repository of structured organic reaction records. The task is: describe an organic reaction: reactants, conditions, products, and yield Starting materials: ClC=1C=C(C=CC1C=1OC=CN1)C(CC(C(F)(F)F)=O)=O (1-[3-chloro-4-(1,3-oxazol-2-yl)phenyl]-4,4,4-trifluoro-1,3-butanedione), FC(C(CC(=O)C1=CC=C(C=C1)C=1OC=CC1)=O)(F)F (4,4,4-trifluoro-1-[4-(2-furyl)phenyl]butane-1,3-dione), Cl.N(N)C=1C=CC(=NC1)S(=O)(=O)N (5-hydrazino-2-pyridinesulfonamide hydrochloride). The product is ClC=1C=C(C=CC1C=1OC=CN1)C1=CC(=NN1C=1C=CC(=NC1)S(=O)(=O)N)C(F)(F)F (5-[5-[3-Chloro-4-(1,3-oxazol-2-yl)phenyl]-3-(trifluoromethyl)-1H-pyrazol-1-yl]-2-pyridinesulfonamide). As a reaction SMILES: [Cl:1][C:2]1[CH:3]=[C:4]([C:13](=O)[CH2:14][C:15](=O)[C:16]([F:19])([F:18])[F:17])[CH:5]=[CH:6][C:7]=1[C:8]1[O:9][CH:10]=[CH:11][N:12]=1.FC(F)(F)C(=O)CC(C1C=CC(C2OC=CC=2)=CC=1)=O.Cl.[NH:43]([C:45]1[CH:46]=[CH:47][C:48]([S:51]([NH2:54])(=[O:53])=[O:52])=[N:49][CH:50]=1)[NH2:44]>>[Cl:1][C:2]1[CH:3]=[C:4]([C:13]2[N:43]([C:45]3[CH:46]=[CH:47][C:48]([S:51]([NH2:54])(=[O:53])=[O:52])=[N:49][CH:50]=3)[N:44]=[C:15]([C:16]([F:19])([F:18])[F:17])[CH:14]=2)[CH:5]=[CH:6][C:7]=1[C:8]1[O:9][CH:10]=[CH:11][N:12]=1 |f:2.3|. Reported procedure: The subtitle compound was prepared according to the procedure of Example 1 (Step 2) using 1-[3-chloro-4-(1,3-oxazol-2-yl)phenyl]-4,4,4-trifluoro-1,3-butanedione, instead of 4,4,4-trifluoro-1-[4-(2-furyl)phenyl]butane-1,3-dione and 5-hydrazino-2-pyridinesulfonamide hydrochloride instead of 2-hydrazino-5-sulfamoylpyridine dihydrochloride. The product is C(CCCCC(=O)OCCCCCC)(=O)OCCCCCC (dihexyl adipate), intermediate. The reagents and catalysts are CCCC[O-].CCCC[O-].CCCC[O-].CCCC[O-].[Ti+4] (butyl titanate), [O-]CCCC.[O-]CCCC.[O-]CCCC.[O-]CCCC.[Ti+4] (titanium tetrabutoxide). Procedure details: To a mixture of 2.1 mol (306.6 g) of adipic acid, 0.7 mol (63 g) of 1,3-butanediol and 2.1 mol (214.2 g) of n-hexanol, were added 0.8 g of titanium tetrabutoxide, 0.2 g of stannic octylate and 80 g of toluene, and dehydrating esterification was carried out. When 37.8 ml of water was distilled out, 143 g of n-hexanol was added. An ester mixture was prepared such that the theoretical amount is 1.4 mol of diester to 0.7 mol of the ester alcohol. After acid value became 0.28, was added 0.5 g of buty... Reaction SMILES: [C:1]([OH:10])(=[O:9])[CH2:2][CH2:3][CH2:4][CH2:5][C:6]([OH:8])=[O:7].C(O)CC(O)C.[CH2:17](O)[CH2:18][CH2:19][CH2:20][CH2:21][CH3:22].[C:24]1(C)[CH:29]=[CH:28][CH:27]=[CH:26][CH:25]=1>[O-]CCCC.[O-]CCCC.[O-]CCCC.[O-]CCCC.[Ti+4]>[C:1]([O:10][CH2:28][CH2:29][CH2:24][CH2:25][CH2:26][CH3:27])(=[O:9])[CH2:2][CH2:3][CH2:4][CH2:5][C:6]([O:8][CH2:17][CH2:18][CH2:19][CH2:20][CH2:21][CH3:22])=[O:7] |f:4.5.6.7.8|. The reactants are C(CCCCC(=O)O)(=O)O (adipic acid), C(CC(C)O)O (1,3-butanediol), C(CCCCC)O (n-hexanol), ester, ester alcohol, stannic octylate, C1(=CC=CC=C1)C (toluene), diester. Yield: 96.3%. Starting materials: CCCCCBr, CN(C)C=O, [H-], [Na+], c1cnc2[nH]ccc2c1. Yields the product CCCCCn1ccc2cccnc21. RXN SMILES: [Br:12][CH2:13][CH2:14][CH2:15][CH2:16][CH3:17].[CH3:18][N:19]([CH3:20])[CH:21]=[O:22].[H-:1].[Na+:2].[nH:3]1[cH:4][cH:5][c:6]2[c:7]1[n:8][cH:9][cH:10][cH:11]2>>[n:3]1([CH2:13][CH2:14][CH2:15][CH2:16][CH3:17])[cH:4][cH:5][c:6]2[c:7]1[n:8][cH:9][cH:10][cH:11]2.